Task: describe an organic reaction: reactants, conditions, products, and yield. Dataset: the Open Reaction Database (ORD), a public repository of structured organic reaction records Reactants: C(C1=CC=CC=C1)Cl (benzyl chloride), C1(=CC=CC=C1)S(=O)(=O)N1C(=C(C2=CC=C(C=C12)OCC1=NC2=CC=CC=C2C=C1)CC1=CC=C(C=C1)Cl)CC(C(=O)OC)(C)C (Methyl 3-[N-(phenylsulfonyl)-3-(4-chlorobenzyl)-6-(quinolin-2-ylmethoxy)indol-2-yl]-2,2-dimethylpropanoate), [Na] (sodium). Solvent: O (H2O). Product: C(C1=CC=CC=C1)N1C(=C(C2=CC=C(C=C12)OCC1=NC2=CC=CC=C2C=C1)CC1=CC=C(C=C1)Cl)CC(C(=O)O)(C)C (3-[N-Benzyl-3-(4-chlorobenzyl)-6-(quinolin-2-ylmethoxy)indol-2-yl]-2,2-dimethylpropanoic acid). As a reaction SMILES: [CH2:1](Cl)[C:2]1[CH:7]=[CH:6][CH:5]=[CH:4][CH:3]=1.C1(S([N:18]2[C:26]3[C:21](=[CH:22][CH:23]=[C:24]([O:27][CH2:28][C:29]4[CH:38]=[CH:37][C:36]5[C:31](=[CH:32][CH:33]=[CH:34][CH:35]=5)[N:30]=4)[CH:25]=3)[C:20]([CH2:39][C:40]3[CH:45]=[CH:44][C:43]([Cl:46])=[CH:42][CH:41]=3)=[C:19]2[CH2:47][C:48]([CH3:54])([CH3:53])[C:49]([O:51]C)=[O:50])(=O)=O)C=CC=CC=1.[Na]>O>[CH2:1]([N:18]1[C:26]2[C:21](=[CH:22][CH:23]=[C:24]([O:27][CH2:28][C:29]3[CH:38]=[CH:37][C:36]4[C:31](=[CH:32][CH:33]=[CH:34][CH:35]=4)[N:30]=3)[CH:25]=2)[C:20]([CH2:39][C:40]2[CH:45]=[CH:44][C:43]([Cl:46])=[CH:42][CH:41]=2)=[C:19]1[CH2:47][C:48]([CH3:54])([CH3:53])[C:49]([OH:51])=[O:50])[C:2]1[CH:7]=[CH:6][CH:5]=[CH:4][CH:3]=1 |^1:54|. Procedure details: The title compound was prepared under the conditions described in Step A and Step B of Example 38, but substituting benzyl chloride for the benzenesulfonyl chloride from Example 38 (Step A). Anal. C, H, N for sodium salt 1/2 H2O Calc. C 71.66; H 5.36; N 4.52 Found. C 71.65; H 5.49; N 4.44. The reactants are N (ammonia), CC1=CC=C(CC2N(CCC=3CCCCC23)C)C=C1 ((+)-1-p-methylbenzyl-2-methyl-1,2,3,4,5,6,7,8-octahydroisoquinoline), P(O)(O)(O)=O (phosphoric acid), ice water. Solvent: O (water). Reaction conditions: temperature 135 celsius. Yields the product CC=1C=CC=2C[C@@H]3[C@@H]4CCCC[C@@]4(C2C1)CCN3C ((+)-3-methyl-17-methyl-morphinan). Isolated yield 27.5%. Reaction SMILES: [CH3:1][C:2]1[CH:19]=[CH:18][C:5]([CH2:6][CH:7]2[C:16]3[CH2:15][CH2:14][CH2:13][CH2:12][C:11]=3[CH2:10][CH2:9][N:8]2[CH3:17])=[CH:4][CH:3]=1.P(=O)(O)(O)O.N>O>[CH3:1][C:2]1[CH:19]=[CH:18][C:5]2[CH2:6][C@H:7]3[N:8]([CH3:17])[CH2:9][CH2:10][C@@:11]4([C:4]=2[CH:3]=1)[C@H:16]3[CH2:15][CH2:14][CH2:13][CH2:12]4. Procedure: (+)-1-p-methylbenzyl-2-methyl-1,2,3,4,5,6,7,8-octahydroisoquinoline (26.5 g) was added to 85% phosphoric acid (130 ml) and the mixture was heated to 130-140° C. for 72 h. After the reaction was complete, the reaction mixture was poured into ice-water and the solution was made strongly alkaline by the addition of conc. ammonia solution (about 300 ml) and diluted with water (500 ml). The solution was then extracted with ether (500 ml×2). The ether layers were combined and washed with water (200 ml... Starting materials: COc1ccc(Cn2c(=O)c(C#N)c(Cl)c3cccnc32)cc1, O=C(O)C(F)(F)F. Product: N#Cc1c(Cl)c2cccnc2[nH]c1=O. Reaction SMILES: [CH3:1][O:2][c:3]1[cH:4][cH:5][c:6]([CH2:7][n:8]2[c:9](=[O:21])[c:10]([C:19]#[N:20])[c:11]([Cl:18])[c:12]3[cH:13][cH:14][cH:15][n:16][c:17]23)[cH:22][cH:23]1.[F:24][C:25]([F:26])([F:27])[C:28]([OH:29])=[O:30]>>[nH:8]1[c:9](=[O:21])[c:10]([C:19]#[N:20])[c:11]([Cl:18])[c:12]2[cH:13][cH:14][cH:15][n:16][c:17]12. The reactants are C1(CC1)N (cyclopropylamine), TEA, C(OC(C)C)(=O)Cl (isopropyl chlorocarbonate), O=C1C2=C(N(N=C1C(=O)O)C1=CC(=CC=C1)SC=1C=NC=CC1)N=CC=C2 (4-oxo-1-(3-(pyridin-3-ylthio)phenyl)-1,4-dihydropyridino[2,3-c]pyridazine-3-carboxylic acid). The solvent is C(Cl)Cl (DCM). The product is C1(CC1)NC(=O)C=1C(C2=C(N(N1)C1=CC(=CC=C1)SC=1C=NC=CC1)N=CC=C2)=O (N-cyclopropyl-4-oxo-1-[3-(pyridin-3-ylthio) phenyl]-1,4-dihydropyridino[2,3-c]pyridazine-3-formamide). Isolated yield 6.3%. Reaction SMILES: [O:1]=[C:2]1[C:7]([C:8](O)=[O:9])=[N:6][N:5]([C:11]2[CH:16]=[CH:15][CH:14]=[C:13]([S:17][C:18]3[CH:19]=[N:20][CH:21]=[CH:22][CH:23]=3)[CH:12]=2)[C:4]2[N:24]=[CH:25][CH:26]=[CH:27][C:3]1=2.C(Cl)(=O)OC(C)C.[CH:35]1([NH2:38])[CH2:37][CH2:36]1>C(Cl)Cl>[CH:35]1([NH:38][C:8]([C:7]2[C:2](=[O:1])[C:3]3[CH:27]=[CH:26][CH:25]=[N:24][C:4]=3[N:5]([C:11]3[CH:16]=[CH:15][CH:14]=[C:13]([S:17][C:18]4[CH:19]=[N:20][CH:21]=[CH:22][CH:23]=4)[CH:12]=3)[N:6]=2)=[O:9])[CH2:37][CH2:36]1. Procedure: 4-oxo-1-(3-(pyridin-3-ylthio)phenyl)-1,4-dihydropyridino[2,3-c]pyridazine-3-carboxylic acid (200 mg, 0.53 mmol) was dissolved in 100 ml of DCM, the following were added dropwise at −15° C. in order: TEA (133.8 mg, 1.325 mmol), isopropyl chlorocarbonate (97 mg, 0.792 mmol), and reacted at −15° C. for 0.5 h, then cyclopropylamine (36 mg, 0.631 mmol) was added dropwise, reacted at room temperature for 3 h. The reaction solution was washed with water, the organic phase was dried, concentrated and cr... Starting materials: Cl.N[C@@H]1[C@H](CCC1)NC(C1=C(C=CC(=C1)C)N1N=CC=N1)=O (N-[(1S,2S)-2-aminocyclopentyl]-5-methyl-2-(2H-1,2,3-triazol-2-yl)benzamide hydrochloride), Cl.N[C@@H]1[C@H](CCC1)NC(C1=C(C=CC(=C1)C)N1N=CC=N1)=O (N-[(1S,2S)-2-aminocyclopentyl]-5-methyl-2-(2H-1,2,3-triazol-2-yl)benzamide hydrochloride), ClC1=NC=C(N=C1)C(F)(F)F (2-chloro-5-(trifluoromethyl)pyrazine), CCN(C(C)C)C(C)C (DIPEA). Run in CS(=O)C (DMSO). Yields the product CC=1C=CC(=C(C(=O)N[C@@H]2[C@H](CCC2)NC2=NC=C(N=C2)C(F)(F)F)C1)N1N=CC=N1 (5-Methyl-2-(2H-1,2,3-triazol-2-yl)-N-[(1S,2S)-2-{[5-(trifluoromethyl)pyrazin-2-yl]amino}cyclopentyl]benzamide). As a reaction SMILES: Cl.[NH2:2][C@H:3]1[CH2:7][CH2:6][CH2:5][C@@H:4]1[NH:8][C:9](=[O:22])[C:10]1[CH:15]=[C:14]([CH3:16])[CH:13]=[CH:12][C:11]=1[N:17]1[N:21]=[CH:20][CH:19]=[N:18]1.Cl[C:24]1[CH:29]=[N:28][C:27]([C:30]([F:33])([F:32])[F:31])=[CH:26][N:25]=1.CCN(C(C)C)C(C)C>CS(C)=O>[CH3:16][C:14]1[CH:13]=[CH:12][C:11]([N:17]2[N:18]=[CH:19][CH:20]=[N:21]2)=[C:10]([CH:15]=1)[C:9]([NH:8][C@H:4]1[CH2:5][CH2:6][CH2:7][C@@H:3]1[NH:2][C:24]1[CH:29]=[N:28][C:27]([C:30]([F:33])([F:32])[F:31])=[CH:26][N:25]=1)=[O:22] |f:0.1|. Reported procedure: A microwave vial was charged with N-[(1S,2S)-2-aminocyclopentyl]-5-methyl-2-(2H-1,2,3-triazol-2-yl)benzamide hydrochloride (Intermediate 7; 450 mg, 1.40 mmol), 2-chloro-5-(trifluoromethyl)pyrazine (CAS number 799557-87-2; 306 mg, 1.68 mmol) and DIPEA (733 μl, 4.20 mmol) in dry DMSO (4.7 ml). The reaction was subjected to microwave irradiation at 140° C. for 2 hours and then partitioned between ethyl acetate and water, washed with water, brine and concentrated in vacuo. The crude product was then... The reactants are FC1=C(C(=CC(=C1)F)F)C(F)(F)F (2,4,6-trifluorobenzotrifluoride), stainless steel, N (ammonia), liquid. The solvent is O1CCCC1 (tetrahydrofuran). Reaction conditions: temperature 120 celsius. The product is NC1=C(C(=CC(=C1)F)F)C(F)(F)F (2-amino-4,6-difluoro-benzotrifluoride). As a reaction SMILES: [F:1][C:2]1[CH:7]=[C:6]([F:8])[CH:5]=[C:4](F)[C:3]=1[C:10]([F:13])([F:12])[F:11].[NH3:14]>O1CCCC1>[NH2:14][C:4]1[CH:5]=[C:6]([F:8])[CH:7]=[C:2]([F:1])[C:3]=1[C:10]([F:13])([F:12])[F:11]. Procedure: 200 ml of tetrahydrofuran and 50 g of 2,4,6-trifluorobenzotrifluoride were initially introduced into a stainless steel autoclave and it was pressurized using 30 ml of liquid ammonia. Subsequently, the mixture was heated at 120° C. for 6 hours with stirring. After cooling and releasing the pressure, the reaction mixture was subjected to a fractional distillation. 15 g of 2-amino-4,6-difluoro-benzotrifluoride were obtained at a boiling point of 57° to 58° C. at 12 mbar. After a small intermediate ... Reactants: CCc1cc(OC)ccc1Br, CC(C)(C)OC(=O)N1CCNCC1, CC(C)(C)[O-], Cc1ccccc1, CCOC(C)=O, CCCCCC, [Na+], CC(=O)[O-], CC(=O)[O-], P, [Pd+2]. Product: CCc1cc(OC)ccc1N1CCN(C(=O)OC(C)(C)C)CC1. As a reaction SMILES: [Br:1][c:2]1[c:3]([CH2:10][CH3:11])[cH:4][c:5]([O:8][CH3:9])[cH:6][cH:7]1.[C:12]([CH3:13])([CH3:14])([CH3:15])[O:16][C:17](=[O:18])[N:19]1[CH2:20][CH2:21][NH:22][CH2:23][CH2:24]1.[CH3:26][C:27]([CH3:28])([O-:29])[CH3:30].[CH3:32][c:33]1[cH:34][cH:35][cH:36][cH:37][cH:38]1.[CH3:39][CH2:40][O:41][C:42]([CH3:43])=[O:44].[CH3:45][CH2:46][CH2:47][CH2:48][CH2:49][CH3:50].[Na+:31].[O-:52][C:53]([CH3:54])=[O:55].[O-:56][C:57]([CH3:58])=[O:59].[PH3:25].[Pd+2:51]>>[c:2]1([N:22]2[CH2:21][CH2:20][N:19]([C:17]([O:16][C:12]([CH3:13])([CH3:14])[CH3:15])=[O:18])[CH2:24][CH2:23]2)[c:3]([CH2:10][CH3:11])[cH:4][c:5]([O:8][CH3:9])[cH:6][cH:7]1. The reactants are CCO, CC(=O)C(C)(C)c1ccc(C)cc1, [K+], O=Cc1cccc(Oc2ccccc2)c1, [OH-], O. Yields the product Cc1ccc(C(C)(C)C(=O)C=Cc2cccc(Oc3ccccc3)c2)cc1. As a reaction SMILES: [CH3:1][CH2:2][OH:3].[CH3:4][c:5]1[cH:6][cH:7][c:8]([C:11]([CH3:12])([C:13]([CH3:14])=[O:15])[CH3:16])[cH:9][cH:10]1.[K+:33].[O:17]([c:18]1[cH:19][cH:20][cH:21][cH:22][cH:23]1)[c:24]1[cH:25][c:26]([CH:27]=[O:28])[cH:29][cH:30][cH:31]1.[OH-:32].[OH2:34]>>[CH3:4][c:5]1[cH:6][cH:7][c:8]([C:11]([CH3:12])([C:13]([CH:14]=[CH:27][c:26]2[cH:25][c:24]([O:17][c:18]3[cH:19][cH:20][cH:21][cH:22][cH:23]3)[cH:31][cH:30][cH:29]2)=[O:15])[CH3:16])[cH:9][cH:10]1. Starting materials: CN(C1CCC(COCc2ccccc2)C1)S(=O)(=O)c1ccc(Cl)nc1, NN, O. Yields the product CN(C1CCC(COCc2ccccc2)C1)S(=O)(=O)c1ccc(NN)nc1. As a reaction SMILES: [CH2:1]([c:2]1[cH:3][cH:4][cH:5][cH:6][cH:7]1)[O:8][CH2:9][CH:10]1[CH2:11][CH:12]([N:15]([S:16](=[O:17])(=[O:18])[c:19]2[cH:20][n:21][c:22]([Cl:25])[cH:23][cH:24]2)[CH3:26])[CH2:13][CH2:14]1.[NH2:28][NH2:29].[OH2:27]>>[CH2:1]([c:2]1[cH:3][cH:4][cH:5][cH:6][cH:7]1)[O:8][CH2:9][CH:10]1[CH2:11][CH:12]([N:15]([S:16](=[O:17])(=[O:18])[c:19]2[cH:20][n:21][c:22]([NH:28][NH2:29])[cH:23][cH:24]2)[CH3:26])[CH2:13][CH2:14]1.